Dataset: the Open Reaction Database (ORD), a public repository of structured organic reaction records. Task: describe an organic reaction: reactants, conditions, products, and yield Reactants: CC=1N(C(=CC1)C)C1=NN(C=C1)C (3-(2,5-dimethyl-pyrrol-1-yl)-1-methyl-1H-pyrazole), [Li]CCCC (nBuLi), CCCCCC (Hexane), CN(C(=O)Cl)C (dimethylcarbamyl chloride). The solvent is C1CCOC1 (THF). Conditions: time 2 hour. Product: CN(C(=O)C=1N(N=C(C1)N1C(=CC=C1C)C)C)C (5-(2,5-Dimethyl-pyrrol-1-yl)-2-methyl-2H-pyrazole-3-carboxylic acid dimethylamide). Reaction SMILES: [CH3:1][C:2]1[N:3]([C:8]2[CH:12]=[CH:11][N:10]([CH3:13])[N:9]=2)[C:4]([CH3:7])=[CH:5][CH:6]=1.[Li]CCCC.CCCCCC.[CH3:25][N:26]([CH3:30])[C:27](Cl)=[O:28]>C1COCC1>[CH3:25][N:26]([CH3:30])[C:27]([C:11]1[N:10]([CH3:13])[N:9]=[C:8]([N:3]2[C:2]([CH3:1])=[CH:6][CH:5]=[C:4]2[CH3:7])[CH:12]=1)=[O:28]. Reported procedure: To a solution of 3-(2,5-dimethyl-pyrrol-1-yl)-1-methyl-1H-pyrazole (2.0 g, 11.4 mmol) in THF (100 mL) at −78° C., 2.5M nBuLi in Hexane (5.5 mL, 13.7 mmol) is added. After stirring for 1.5 hour dimethylcarbamyl chloride (1.26 mL, 13.7 mmol) is added. After 10 min the ice bath is removed and the reaction allowed to reach room temperature and stir at room temperature for 2 hour before being poured into water, separated, and the water layer extracted with DCM. The organic layers are combined and con... Starting materials: C(CC(O)(C(=O)O)CC(=O)O)(=O)O (citric acid), aqueous solution, [OH-].[Na+] (sodium hydroxide), aqueous solution, CO (Methanol), aqueous solution, [OH-].[Na+] (sodium hydroxide), C(C)(=O)OC1=C(C(=O)NC2=C(C(=O)OC(C)(C)C)C=CC(=C2)C=2N(C=CC2)C(=O)OC(C)(C)C)C=C(C=C1)N1CCCCC1 (tert-butyl 2-(2-acetoxy-5-(piperidin-1-yl)benzamido)-4-(1-(tert-butoxycarbonyl)-1H-pyrrol-2-yl)benzoate). Solvent: O (water), O1CCOCC1 (dioxane), C(C)(=O)OCC (ethyl acetate). Run at temperature 55 celsius, time 1 hour. Yields the product OC1=C(C(=O)NC2=C(C(=O)O)C=CC(=C2)C=2NC=CC2)C=C(C=C1)N1CCCCC1 (2-(2-hydroxy-5-(piperidin-1-yl)benzamido)-4-(1H-pyrrol-2-yl)benzoic acid). RXN SMILES: CO.[OH-].[Na+].C([O:8][C:9]1[CH:42]=[CH:41][C:40]([N:43]2[CH2:48][CH2:47][CH2:46][CH2:45][CH2:44]2)=[CH:39][C:10]=1[C:11]([NH:13][C:14]1[CH:26]=[C:25]([C:27]2[N:28](C(OC(C)(C)C)=O)[CH:29]=[CH:30][CH:31]=2)[CH:24]=[CH:23][C:15]=1[C:16]([O:18]C(C)(C)C)=[O:17])=[O:12])(=O)C.C(O)(=O)CC(CC(O)=O)(C(O)=O)O>C(OCC)(=O)C.O.O1CCOCC1>[OH:8][C:9]1[CH:42]=[CH:41][C:40]([N:43]2[CH2:48][CH2:47][CH2:46][CH2:45][CH2:44]2)=[CH:39][C:10]=1[C:11]([NH:13][C:14]1[CH:26]=[C:25]([C:27]2[NH:28][CH:29]=[CH:30][CH:31]=2)[CH:24]=[CH:23][C:15]=1[C:16]([OH:18])=[O:17])=[O:12] |f:1.2|. Procedure details: Methanol (2.0 mL) and a 4 mol/L aqueous solution of sodium hydroxide (0.19 mL) were added to a dioxane (2.0 mL) solution of the obtained tert-butyl 2-(2-acetoxy-5-(piperidin-1-yl)benzamido)-4-(1-(tert-butoxycarbonyl)-1H-pyrrol-2-yl)benzoate, followed by stirring at 55° C. for 1 hour. The reaction mixture was cooled to room temperature, and then a 4 mol/L aqueous solution of sodium hydroxide (0.077 mL) was added thereto, followed by stirring at 60° C. for 2 hours. The reaction mixture was cooled ... As a reaction SMILES: [CH2:1]([c:2]1[cH:3][cH:4][cH:5][cH:6][cH:7]1)[O:8][c:9]1[c:10]([C:24](=[O:25])[O:26][CH3:27])[n:11][n:12]2[c:13]1[C:14](=[O:23])[NH:15][CH2:16][CH:17]2[C:18](=[O:19])[O:20][CH2:21][CH3:22].[CH3:28][c:29]1[cH:30][cH:31][cH:32][cH:33][cH:34]1.[H-:37].[I:35][CH3:36].[Na+:38].[O:39]=[CH:40][N:41]([CH3:42])[CH3:43]>>[CH2:1]([c:2]1[cH:3][cH:4][cH:5][cH:6][cH:7]1)[O:8][c:9]1[c:10]([C:24](=[O:25])[O:26][CH3:27])[n:11][n:12]2[c:13]1[C:14](=[O:23])[N:15]([CH3:28])[CH2:16][CH:17]2[C:18](=[O:19])[O:20][CH2:21][CH3:22]. The reactants are CCOC(=O)C1CNC(=O)c2c(OCc3ccccc3)c(C(=O)OC)nn21, Cc1ccccc1, [H-], CI, [Na+], CN(C)C=O. The product is CCOC(=O)C1CN(C)C(=O)c2c(OCc3ccccc3)c(C(=O)OC)nn21. The reactants are CS(C)=O, CO, Cc1cc2nc(NC(=O)c3ccc(C(C)(C)O)cc3)cc(Cl)n2n1, OCC1CCNCC1, CN(C)C=O. Yields the product Cc1cc2nc(NC(=O)c3ccc(C(C)(C)O)cc3)cc(N3CCC(CO)CC3)n2n1. Reaction SMILES: [CH3:38][S:39]([CH3:40])=[O:41].[CH3:42][OH:43].[Cl:1][c:2]1[cH:3][c:4]([NH:12][C:13]([c:14]2[cH:15][cH:16][c:17]([C:20]([CH3:21])([CH3:22])[OH:23])[cH:18][cH:19]2)=[O:24])[n:5][c:6]2[n:7]1[n:8][c:9]([CH3:11])[cH:10]2.[NH:25]1[CH2:26][CH2:27][CH:28]([CH2:31][OH:32])[CH2:29][CH2:30]1.[O:33]=[CH:34][N:35]([CH3:36])[CH3:37]>>[c:2]1([N:25]2[CH2:26][CH2:27][CH:28]([CH2:31][OH:32])[CH2:29][CH2:30]2)[cH:3][c:4]([NH:12][C:13]([c:14]2[cH:15][cH:16][c:17]([C:20]([CH3:21])([CH3:22])[OH:23])[cH:18][cH:19]2)=[O:24])[n:5][c:6]2[n:7]1[n:8][c:9]([CH3:11])[cH:10]2.